Dataset: the Open Reaction Database (ORD), a public repository of structured organic reaction records. Task: describe an organic reaction: reactants, conditions, products, and yield Starting materials: C=CCn1c(C)c(C)c2nccc(N(Cc3ccc(F)cc3)C(=O)OC(C)(C)C)c21, CCOC(C)=O, Cl, Cl. The product is Cl, C=CCn1c(C)c(C)c2nccc(NCc3ccc(F)cc3)c21. Reaction SMILES: [C:2]([O:3][C:4](=[O:5])[N:8]([CH2:9][c:10]1[cH:11][cH:12][c:13]([F:16])[cH:14][cH:15]1)[c:17]1[c:18]2[c:19]([n:20][cH:21][cH:22]1)[c:23]([CH3:30])[c:24]([CH3:29])[n:25]2[CH2:26][CH:27]=[CH2:28])([CH3:6])([CH3:7])[CH3:31].[CH3:33][CH2:34][O:35][C:36](=[O:37])[CH3:38].[ClH:1].[ClH:32]>>[ClH:1].[NH:8]([CH2:9][c:10]1[cH:11][cH:12][c:13]([F:16])[cH:14][cH:15]1)[c:17]1[c:18]2[c:19]([n:20][cH:21][cH:22]1)[c:23]([CH3:30])[c:24]([CH3:29])[n:25]2[CH2:26][CH:27]=[CH2:28]. Reactants: Cl (Hydrogen chloride), COC(=O)C=1C=C2C(C=C(OC2=C(C1)[C@@H]1N(CCC1)C(=O)OC(C)(C)C)N1CCOCC1)=O (tert-butyl (2R)-2-(6-(methoxycarbonyl)-2-morpholino-4-oxo-4H-chromen-8-yl)pyrrolidine-1-carboxylate). Solvent: C(Cl)Cl (DCM). Run at time 8 hour. Product: O1CCN(CC1)C=1OC2=C(C=C(C=C2C(C1)=O)C(=O)OC)[C@@H]1NCCC1 (methyl 2-morpholino-4-oxo-8-[(2R)-pyrrolidin-2-yl]chromene-6-carboxylate). The yield is 88.0%. Reaction SMILES: Cl.[CH3:2][O:3][C:4]([C:6]1[CH:7]=[C:8]2[C:13](=[C:14]([C@H:16]3[CH2:20][CH2:19][CH2:18][N:17]3C(OC(C)(C)C)=O)[CH:15]=1)[O:12][C:11]([N:28]1[CH2:33][CH2:32][O:31][CH2:30][CH2:29]1)=[CH:10][C:9]2=[O:34])=[O:5]>C(Cl)Cl>[O:31]1[CH2:30][CH2:29][N:28]([C:11]2[O:12][C:13]3[C:8]([C:9](=[O:34])[CH:10]=2)=[CH:7][C:6]([C:4]([O:3][CH3:2])=[O:5])=[CH:15][C:14]=3[C@H:16]2[CH2:20][CH2:19][CH2:18][NH:17]2)[CH2:33][CH2:32]1. Procedure details: Hydrogen chloride (4M in dioxane) (8.81 mL, 35.22 mmol) was added to a stirred solution of tert-butyl (2R)-2-(6-(methoxycarbonyl)-2-morpholino-4-oxo-4H-chromen-8-yl)pyrrolidine-1-carboxylate (1.90 g, 3.52 mmol) dissolved in DCM (15 mL) and the reaction mixture was stirred for 8 h at room temperature After concentration, 10% methanolic ammonia (7 N) in DCM was added, the reaction mixture was adsorbed on silica gel and then purified by flash chromatography on silica gel eluting with 0 to 8% methan... Starting materials: O1CCCC1 (tetrahydrofuran), C(C)(C)[N-]C(C)C.[Li+] (lithium diisopropylamide), O1CCCC1 (tetrahydrofuran), C1(=CC=CC=C1)P(COC)(C1=CC=CC=C1)=O (diphenyl(methoxymethyl)phosphinoxide), O1CCCC1 (tetrahydrofuran), CC(C=O)(CC=C)C (2,2-dimethylpent-4-enal). The solvent is O (water). Reaction conditions: temperature 0 celsius, time 15 minute. The product is COC=CC(CC=C)(C)C (1-methoxy-3,3-dimethylhexa-1,5-diene). Reaction SMILES: [O:1]1[CH2:5]CC[CH2:2]1.C([N-]C(C)C)(C)C.[Li+].C1(P(=O)(C2C=CC=CC=2)COC)C=CC=CC=1.[CH3:31][C:32]([CH3:38])([CH2:35][CH:36]=[CH2:37])[CH:33]=O>O>[CH3:2][O:1][CH:5]=[CH:33][C:32]([CH3:31])([CH3:38])[CH2:35][CH:36]=[CH2:37] |f:1.2|. Procedure: To a freshly prepared tetrahydrofuran (300 mL) solution of lithium diisopropylamide (0.19 mol) under nitrogen at 0° C. was added dropwise in 30 minutes a tetrahydrofuran (200 mL) solution of diphenyl(methoxymethyl)phosphinoxide (49.5 g, 0.2 mol). After stirring for 15 minutes at 0° C., a tetrahydrofuran (100 mL) solution of 2,2-dimethylpent-4-enal (24.5 g, 0.22 mol) was added dropwise in 20 minutes to the cherry-colored mixture. After 15 minutes, the mixture was warmed to room temperature and th... Starting materials: C(C)#N (ACN), C(C)(C)(C)[Li] (tert-butyllithium), C1=NC=CC2=CC(=CC=C12)C(=O)OC (methyl isoquinoline-6-carboxylate). Run in C1CCOC1 (THF), C1CCOC1 (THF). Conditions: time 20 minute. Product: C1=NC=CC2=CC(=CC=C12)C(CC#N)=O (3-(isoquinolin-6-yl)-3-oxopropanenitrile). The yield is 97.3%. RXN SMILES: [C:1](#[N:3])[CH3:2].C([Li])(C)(C)C.[CH:9]1[C:18]2[C:13](=[CH:14][C:15]([C:19]([O:21]C)=O)=[CH:16][CH:17]=2)[CH:12]=[CH:11][N:10]=1>C1COCC1>[CH:9]1[C:18]2[C:13](=[CH:14][C:15]([C:19](=[O:21])[CH2:2][C:1]#[N:3])=[CH:16][CH:17]=2)[CH:12]=[CH:11][N:10]=1. Procedure details: To a solution of ACN (1.8 g, 43 mmol) in 90 mL of THF at −78° C. was added tert-butyllithium (25 mL, 1.7 M in heptane). After 20 minutes, methyl isoquinoline-6-carboxylate (2.0 g, 11 mmol) was added slowly in 10 mL of THF. After 1 hour, the reaction was quenched with 100 mL of aqueous NH4Cl and warmed to room temperature. The biphasic mixture was extracted twice with 100 mL of EtOAc, and the combined organic extracts were washed with 100 mL of brine and dried over MgSO4. Filtration and concentra... Reactants: NC=1OC[C@@]2(C3=CC(=CC=C3OC=3C=CC(=C(C23)Br)O)C=2C=NC=CC2)N1 ((S)-2-amino-1′-bromo-7′-(pyridin-3-yl)-5H-spiro[oxazole-4,9′-xanthen]-2′-ol), C([O-])([O-])=O.[Cs+].[Cs+] (cesium carbonate), [I-].[K+] (potassium iodide), CN(C)C=O (DMF), BrCC1(COC1)C (3-(bromomethyl)-3-methyloxetane). The solvent is C(C)(=O)OCC (ethyl acetate), O (water). Reaction conditions: time 8 hour. Yields the product BrC1=C(C=CC=2OC3=CC=C(C=C3[C@@]3(C12)N=C(OC3)N)C=3C=NC=CC3)OCC3(COC3)C ((S)-1′-bromo-2′-((3-methyloxetan-3-yl)methoxy)-7′-(pyridin-3-yl)-5H-spiro[oxazole-4,9′-xanthen]-2-amine). RXN SMILES: [NH2:1][C:2]1[O:3][CH2:4][C@@:5]2([N:27]=1)[C:18]1[C:17]([Br:19])=[C:16]([OH:20])[CH:15]=[CH:14][C:13]=1[O:12][C:11]1[C:6]2=[CH:7][C:8]([C:21]2[CH:22]=[N:23][CH:24]=[CH:25][CH:26]=2)=[CH:9][CH:10]=1.C(=O)([O-])[O-].[Cs+].[Cs+].[I-].[K+].CN(C=O)C.Br[CH2:42][C:43]1([CH3:47])[CH2:46][O:45][CH2:44]1>O.C(OCC)(=O)C>[Br:19][C:17]1[C:18]2[C@:5]3([CH2:4][O:3][C:2]([NH2:1])=[N:27]3)[C:6]3[C:11](=[CH:10][CH:9]=[C:8]([C:21]4[CH:22]=[N:23][CH:24]=[CH:25][CH:26]=4)[CH:7]=3)[O:12][C:13]=2[CH:14]=[CH:15][C:16]=1[O:20][CH2:42][C:43]1([CH3:47])[CH2:46][O:45][CH2:44]1 |f:1.2.3,4.5|. Procedure details: To a slurry of (S)-2-amino-1′-bromo-7′-(pyridin-3-yl)-5H-spiro[oxazole-4,9′-xanthen]-2′-ol (710 mg, 1.674 mmol), cesium carbonate (1091 mg, 3.35 mmol) and potassium iodide (306 mg, 1.841 mmol) in DMF (6694 μL, 1.674 mmol) at 0° C. was added 3-(bromomethyl)-3-methyloxetane (304 mg, 1.841 mmol). The reaction was removed from the ice bath and allowed to warm to rt. Reaction was allowed to stir at rt overnight before being diluted with water (250 mL) and poured into a separatory funnel containing et... Starting materials: CNC (dimethylamine), solution, BrC=1C(N(C=CC1OCC1=C(C=C(C=C1)F)F)CC1=CC=C(C=C1)CCl)=O (3-bromo-1-(4-chloromethylbenzyl)-4-(2,4-difluoro-benzyloxy)-1H-pyridin-2-one). Run in C1CCOC1 (THF). Conditions: time 15 hour. Yields the product BrC=1C(N(C=CC1OCC1=C(C=C(C=C1)F)F)CC1=CC=C(C=C1)CN(C)C)=O (3-bromo-4-(2,4-difluorobenzyloxy)-1-(4-dimethylaminomethylbenzyl)-1H-pyridin-2-one). Yield: 46.0%. As a reaction SMILES: [Br:1][C:2]1[C:3](=[O:27])[N:4]([CH2:18][C:19]2[CH:24]=[CH:23][C:22]([CH2:25]Cl)=[CH:21][CH:20]=2)[CH:5]=[CH:6][C:7]=1[O:8][CH2:9][C:10]1[CH:15]=[CH:14][C:13]([F:16])=[CH:12][C:11]=1[F:17].[CH3:28][NH:29][CH3:30]>C1COCC1>[Br:1][C:2]1[C:3](=[O:27])[N:4]([CH2:18][C:19]2[CH:24]=[CH:23][C:22]([CH2:25][N:29]([CH3:30])[CH3:28])=[CH:21][CH:20]=2)[CH:5]=[CH:6][C:7]=1[O:8][CH2:9][C:10]1[CH:15]=[CH:14][C:13]([F:16])=[CH:12][C:11]=1[F:17]. Procedure: To a sealed tube containing 3-bromo-1-(4-chloromethylbenzyl)-4-(2,4-difluoro-benzyloxy)-1H-pyridin-2-one (0.49 g, 1.1 mmol) was added a solution of dimethylamine (5.5 mL of a 2.0 M solution in THF, 11 mmol), and the reaction mixture was stirred for 15 h. The solvent was removed under reduced pressure. Purification by flash column chromatography (silica, eluent methylene chloride to 92:7.2:0.8 methylene chloride/methanol/ammonia) provided 3-bromo-4-(2,4-difluorobenzyloxy)-1-(4-dimethylaminomethyl...